This data is from the Open Reaction Database (ORD), a public repository of structured organic reaction records. The task is: describe an organic reaction: reactants, conditions, products, and yield The reactants are COC=1C=C2CCN3C(C2=CC1OC)=NC=C(C3=O)C#N (6,7-dihydro-9,10-dimethoxy-4-oxo-4H-pyrimido[2,1-a]isoquinoline-3-carbonitrile), N1N=NN=C1 (tetrazole). The solvent is C(C)(=O)O (acetic acid). Product: COC=1C=C2CCN3C(C2=CC1OC)=NC=C(C3=O)C3=NN=NN3 (6,7-Dihydro-9,10-dimethoxy-3-(1H-tetrazol-5-yl)-4H-pyrimido[2,1-a]isoquinol-4-one). Yield: 57.0%. As a reaction SMILES: [CH3:1][O:2][C:3]1[CH:4]=[C:5]2[C:10](=[CH:11][C:12]=1[O:13][CH3:14])[C:9]1=[N:15][CH:16]=[C:17]([C:20]#[N:21])[C:18](=[O:19])[N:8]1[CH2:7][CH2:6]2.[NH:22]1C=N[N:24]=[N:23]1>C(O)(=O)C>[CH3:1][O:2][C:3]1[CH:4]=[C:5]2[C:10](=[CH:11][C:12]=1[O:13][CH3:14])[C:9]1=[N:15][CH:16]=[C:17]([C:20]3[NH:24][N:23]=[N:22][N:21]=3)[C:18](=[O:19])[N:8]1[CH2:7][CH2:6]2. Procedure: In a manner similar to that described in Example 23C, 6,7-dihydro-9,10-dimethoxy-4-oxo-4H-pyrimido[2,1-a]isoquinoline-3-carbonitrile was converted to the corresponding tetrazole in 57% yield, m.p. 286°-288° (decomp) from acetic acid.